Dataset: the Open Reaction Database (ORD), a public repository of structured organic reaction records. Task: describe an organic reaction: reactants, conditions, products, and yield Starting materials: C([O-])(O)=O.[Na+] (sodium bicarbonate), [BH4-].[Na+] (sodium borohydride), C(C)(=O)O (acetic acid), ClC=1C=C(C=C(C1)Cl)SC1=C(N=C(N1C)C=O)C(C)C (5-(3,5-dichlorophenylthio)-4-isopropyl-1-methyl-1H-imidazole-2-carbaldehyde). The solvent is CCCCCC (n-hexane), C(C)O (ethanol). Run at time 10 minute. Yields the product ClC=1C=C(C=C(C1)Cl)SC1=C(N=C(N1C)CO)C(C)C ([5-(3,5-Dichlorophenylthio)-4-isopropyl-1-methyl-1H-imidazol-2-yl]methanol). The yield is 79.0%. RXN SMILES: [Cl:1][C:2]1[CH:3]=[C:4]([S:9][C:10]2[N:14]([CH3:15])[C:13]([CH:16]=[O:17])=[N:12][C:11]=2[CH:18]([CH3:20])[CH3:19])[CH:5]=[C:6]([Cl:8])[CH:7]=1.[BH4-].[Na+].C(O)(=O)C.C(=O)(O)[O-].[Na+]>C(O)C.CCCCCC>[Cl:8][C:6]1[CH:5]=[C:4]([S:9][C:10]2[N:14]([CH3:15])[C:13]([CH2:16][OH:17])=[N:12][C:11]=2[CH:18]([CH3:20])[CH3:19])[CH:3]=[C:2]([Cl:1])[CH:7]=1 |f:1.2,4.5|. Reported procedure: In 4 ml of ethanol was dissolved 440 mg (1.3 mmol)of 5-(3,5-dichlorophenylthio)-4-isopropyl-1-methyl-1H-imidazole-2-carbaldehyde (Compound I-6), followed by addition of 51 mg (1.3 mmol)of sodium borohydride at room temperature. After 10 minutes, the mixture was neutralized by acetic acid and sodium bicarbonate, and extracted with methylene chloride. The organic layer was washed with water and dried over sodium sulfate. The solvent was then concentrated under reduced pressure and the residue was ... Starting materials: C1=CC=CC=2C3=CC=CC=C3C(C12)COC(=O)N[C@@H](CCCCN)C(=O)O (Nα-(9-fluorenylmethoxycarbonyl)-L-lysine), FC(C=1C=C(C=CC1)S(=O)(=O)Cl)(F)F (3-trifluoromethylbenzenesulfonyl chloride). Yields the product FC(C=1C=C(C=CC1)S(=O)(=O)NCCCC[C@H](NC(=O)OCC1C2=CC=CC=C2C=2C=CC=CC12)C(=O)O)(F)F (Nε-(3-Trifluoromethylbenzenesulfonyl)-Nα-(9-fluorenylmethoxycarbonyl)-L-lysine). Yield: 61.0%. As a reaction SMILES: [CH:1]1[C:13]2[CH:12]([CH2:14][O:15][C:16]([NH:18][C@H:19]([C:25]([OH:27])=[O:26])[CH2:20][CH2:21][CH2:22][CH2:23][NH2:24])=[O:17])[C:11]3[C:6](=[CH:7][CH:8]=[CH:9][CH:10]=3)[C:5]=2[CH:4]=[CH:3][CH:2]=1.[F:28][C:29]([F:41])([F:40])[C:30]1[CH:31]=[C:32]([S:36](Cl)(=[O:38])=[O:37])[CH:33]=[CH:34][CH:35]=1>>[F:41][C:29]([F:28])([F:40])[C:30]1[CH:31]=[C:32]([S:36]([NH:24][CH2:23][CH2:22][CH2:21][CH2:20][C@@H:19]([C:25]([OH:27])=[O:26])[NH:18][C:16]([O:15][CH2:14][CH:12]2[C:11]3[CH:10]=[CH:9][CH:8]=[CH:7][C:6]=3[C:5]3[C:13]2=[CH:1][CH:2]=[CH:3][CH:4]=3)=[O:17])(=[O:37])=[O:38])[CH:33]=[CH:34][CH:35]=1. Procedure: Nα-(9-fluorenylmethoxycarbonyl)-L-lysine was reacted with 3-trifluoromethylbenzenesulfonyl chloride under the conditions used in example 2 giving 61% of the title compound. The reactants are C(C)(C)(C)C=1C=C2CCC(=CC2=CC1)N1CCCC1 (6-t-butyl-2-pyrrolidinyl-3,4-dihydronaphthalene), C(C=C)(=O)N (acrylamide). Solvent: O (Water). Run at temperature 89 celsius, time 8 hour. Product: C(C)(C)(C)C1=CC2=C(C=3CCC(NC3CC2)=O)C=C1 (8-t-butyl-1,2,3,4,5,6,-hexahydrobenzo[f]-quinolin-3-one). RXN SMILES: [C:1]([C:5]1[CH:6]=[C:7]2[C:12](=[CH:13][CH:14]=1)[CH:11]=[C:10]([N:15]1[CH2:19][CH2:18][CH2:17]C1)[CH2:9][CH2:8]2)([CH3:4])([CH3:3])[CH3:2].C(N)(=[O:23])C=C>O>[C:1]([C:5]1[CH:14]=[CH:13][C:12]2[C:11]3[CH2:17][CH2:18][C:19](=[O:23])[NH:15][C:10]=3[CH2:9][CH2:8][C:7]=2[CH:6]=1)([CH3:3])([CH3:4])[CH3:2]. Procedure details: To 6-t-butyl-2-pyrrolidinyl-3,4-dihydronaphthalene (7.25 g; 28.37 mmol) was added 3.0 equiv. of acrylamide (6.05 g; 85.11 mmol). The reaction mixture was stirred at 89° C. overnight. The temperature was then increased to 130° C. and held there for 20 minutes. Water (100 ml) was cautiously added and the reaction mixture was cooled to room temperature. The resulting solid was triturated with water and collected on a filter to afford a brown solid. The solid was recrystallized twice from dimethyl f...